From a dataset of the Open Reaction Database (ORD), a public repository of structured organic reaction records. describe an organic reaction: reactants, conditions, products, and yield Starting materials: COC=1C=NC(=NC1)C1=CC=C(C=C1)OCC1=CC=CC=C1 (5-methoxy-2-(4-benzyloxyphenyl)pyrimidine), [OH-].[Na+] (sodium hydroxide), C(COCCO)O (diethylene glycol), Cl (hydrochloric acid). Product: OC=1C=NC(=NC1)C1=CC=C(C=C1)OCC1=CC=CC=C1 (5-hydroxy-2-(4-benzyloxyphenyl)pyrimidine). Run in O (water). Isolated yield 91.0%. Procedure details: A mixture of 8.42 g of 5-methoxy-2-(4-benzyloxyphenyl)pyrimidine, 6.9 g of sodium hydroxide, and 84 ml of diethylene glycol was heated at 190° to 200° C. for 2 hours. After cooling, the reaction mixture was poured into 300 ml of water, neutralized with a 1% hydrochloric acid aqueous solution, and extracted with ethyl acetate. Distillation of the extract to remove ethyl acetate gave 7.3 g (26.2 mmol; percent yield: 91.8%) of 5-hydroxy-2-(4-benzyloxyphenyl)pyrimidine. As a reaction SMILES: C[O:2][C:3]1[CH:4]=[N:5][C:6]([C:9]2[CH:14]=[CH:13][C:12]([O:15][CH2:16][C:17]3[CH:22]=[CH:21][CH:20]=[CH:19][CH:18]=3)=[CH:11][CH:10]=2)=[N:7][CH:8]=1.[OH-].[Na+].C(O)COCCO.Cl>O>[OH:2][C:3]1[CH:4]=[N:5][C:6]([C:9]2[CH:10]=[CH:11][C:12]([O:15][CH2:16][C:17]3[CH:18]=[CH:19][CH:20]=[CH:21][CH:22]=3)=[CH:13][CH:14]=2)=[N:7][CH:8]=1 |f:1.2|. Starting materials: N1(CCC2=CC=CC=C12)C=1C2=C(N=CN1)NC(=C2)C2=CC=C(C=C2)[N+](=O)[O-] (4-(2,3-dihydroindol-1-yl)-6-(4-nitro-phenyl)-7H-pyrrolo[2,3-d]pyrimidine). The reagents and catalysts are [Ni] (Raney nickel). Run in CO.C1CCOC1 (methanol THF). Reaction conditions: time 10 hour. The product is N1(CCC2=CC=CC=C12)C=1C2=C(N=CN1)NC(=C2)C2=CC=C(C=C2)N (4-(2,3-Dihydroindol-1-yl)-6-(4-amino-phenyl)-7H-pyrrolo[2,3-d]pyrimidine). Reaction SMILES: [N:1]1([C:10]2[C:11]3[CH:18]=[C:17]([C:19]4[CH:24]=[CH:23][C:22]([N+:25]([O-])=O)=[CH:21][CH:20]=4)[NH:16][C:12]=3[N:13]=[CH:14][N:15]=2)[C:9]2[C:4](=[CH:5][CH:6]=[CH:7][CH:8]=2)[CH2:3][CH2:2]1>[Ni].CO.C1COCC1>[N:1]1([C:10]2[C:11]3[CH:18]=[C:17]([C:19]4[CH:20]=[CH:21][C:22]([NH2:25])=[CH:23][CH:24]=4)[NH:16][C:12]=3[N:13]=[CH:14][N:15]=2)[C:9]2[C:4](=[CH:5][CH:6]=[CH:7][CH:8]=2)[CH2:3][CH2:2]1 |f:2.3|. Reported procedure: 400 mg of 4-(2,3-dihydroindol-1-yl)-6-(4-nitro-phenyl)-7H-pyrrolo[2,3-d]pyrimidine (Example 6) are hydrogenated with 150 mg of Raney nickel in methanol/THF (35:20) at RT and normal pressure for 10 hours. The catalyst is filtered off and the solution is concentrated by evaporation. The residue is dissolved in THF and the product is precipitated by the addition of hexane. 4-(2,3-Dihydroindol-1-yl)-6-(4-amino-phenyl)-7H-pyrrolo[2,3-d]pyrimidine is obtained in the form of a colorless powder. M.p. >3... The reactants are CC[SiH](CC)CC, O=C(O)C(F)(F)F, O=C1N(C(c2ccccc2)c2ccccc2)c2ccccc2C1(O)c1c(O)ccc2nonc12. Product: O=C1C(c2c(O)ccc3nonc23)c2ccccc2N1C(c1ccccc1)c1ccccc1. Reaction SMILES: [CH2:42]([SiH:43]([CH2:44][CH3:45])[CH2:46][CH3:47])[CH3:48].[OH:35][C:36]([C:37]([F:38])([F:39])[F:40])=[O:41].[c:1]1([CH:7]([N:8]2[C:9](=[O:28])[C:10]([c:17]3[c:18]([OH:26])[cH:19][cH:20][c:21]4[n:22][o:23][n:24][c:25]34)([OH:27])[c:11]3[cH:12][cH:13][cH:14][cH:15][c:16]32)[c:29]2[cH:30][cH:31][cH:32][cH:33][cH:34]2)[cH:2][cH:3][cH:4][cH:5][cH:6]1>>[c:1]1([CH:7]([N:8]2[C:9](=[O:28])[CH:10]([c:17]3[c:18]([OH:26])[cH:19][cH:20][c:21]4[n:22][o:23][n:24][c:25]34)[c:11]3[cH:12][cH:13][cH:14][cH:15][c:16]32)[c:29]2[cH:30][cH:31][cH:32][cH:33][cH:34]2)[cH:2][cH:3][cH:4][cH:5][cH:6]1. Reactants: ice water, CI (methyl iodide), C([O-])([O-])=O.[K+].[K+] (potassium carbonate), CC1=C(C(=O)O)C=C(C=C1[N+](=O)[O-])F (2-methyl-5-fluoro-3-nitrobenzoic acid). Run in CN(C=O)C (N,N-dimethylformamide). Run at time 65 hour. Yields the product COC(C1=C(C(=CC(=C1)F)[N+](=O)[O-])C)=O (2-Methyl-5-fluoro-3-nitrobenzoic acid methyl ester). The yield is 25.9%. Reaction SMILES: [CH3:1][C:2]1[C:10]([N+:11]([O-:13])=[O:12])=[CH:9][C:8]([F:14])=[CH:7][C:3]=1[C:4]([OH:6])=[O:5].CI.[C:17](=O)([O-])[O-].[K+].[K+]>CN(C)C=O>[CH3:17][O:5][C:4](=[O:6])[C:3]1[CH:7]=[C:8]([F:14])[CH:9]=[C:10]([N+:11]([O-:13])=[O:12])[C:2]=1[CH3:1] |f:2.3.4|. Procedure details: 8.56 g (42.99 mmol) of 2-methyl-5-fluoro-3-nitrobenzoic acid is added in 76 ml of N,N-dimethylformamide and mixed with 9.15 g (64.48 mmol) of methyl iodide and 8.91 g (64.48 mmol) of potassium carbonate. After 65 hours of stirring at room temperature, the reaction mixture is added to ice water and extracted several times with ethyl acetate. The combined organic extracts are washed with water and brine. After drying (sodium sulfate), desiccant is suctioned out, and the solvent is spun off. Repeat... The reactants are ClC1=C(C(=CC=C1F)Cl)C(C)OC1=CC(=C(C=C1)[N+](=O)[O-])[N+](=O)[O-] (4-[1-(2,6-dichloro-3-fluorophenyl)ethoxy]-1,2-dinitrobenzene), [H][H] (hydrogen). The reagents and catalysts are [Pt]=O (platinum oxide). The solvent is C(C)O (ethanol), C(C)O (ethanol). Product: ClC1=C(C(=CC=C1F)Cl)C(C)OC=1C=C(C(=CC1)N)N (4-[1-(2,6-dichloro-3-fluorophenyl)ethoxy]benzene-1,2-diamine). Yield: 62.7%. RXN SMILES: [Cl:1][C:2]1[C:7]([F:8])=[CH:6][CH:5]=[C:4]([Cl:9])[C:3]=1[CH:10]([O:12][C:13]1[CH:18]=[CH:17][C:16]([N+:19]([O-])=O)=[C:15]([N+:22]([O-])=O)[CH:14]=1)[CH3:11].[H][H]>C(O)C.[Pt]=O>[Cl:1][C:2]1[C:7]([F:8])=[CH:6][CH:5]=[C:4]([Cl:9])[C:3]=1[CH:10]([O:12][C:13]1[CH:14]=[C:15]([NH2:22])[C:16]([NH2:19])=[CH:17][CH:18]=1)[CH3:11]. Procedure details: In an autoclave, cover 36 mg of platinum oxide with 5 cm3 of ethanol; add a solution of 600 mg of 4-[1-(2,6-dichloro-3-fluorophenyl)ethoxy]-1,2-dinitrobenzene in 67 cm3 of ethanol. This mixture is hydrogenated under 200 kPa of hydrogen and at a temperature close to 20° C. After reaction for about twenty hours, the mixture is filtered and concentrated under vacuum under reduced pressure (0.2 kPa). After filtration on silica [eluent: dichloromethane/methanol (98/2 by volume)], we obtain 316 mg of ... Reported procedure: 5-bromo-3-[5-trifluoromethoxy-1-(2-trimethylsilanyl-ethoxymethyl)-1H-benzoimidazol-2-yl]-1-(2-trimethylsilanyl-ethoxymethyl)-1H-pyrazolo[3,4-b]pyridine Compound 16e (0.12 g, 0.18 mmol), 5-(4,4,5,5-tetramethyl-[1,3,2]dioxaborolan-2-yl)-pyridine-3-carbaldehyde Compound 15b (0.063 g, 0.27 mmol) and 2M Na2CO3 (5 drops) were mixed in DME (10 mL) in a reaction tube. The resulting yellowish clear solution was degassed with nitrogen for 15 minutes, then tetrakis(triphenylphosphine)palladium(0) (0.021 g,... The solvent is COCCOC (DME), C(Cl)Cl (DCM), O (H2O). The reagents and catalysts are C(=O)([O-])[O-].[Na+].[Na+] (Na2CO3), C=1C=CC(=CC1)[P](C=2C=CC=CC2)(C=3C=CC=CC3)[Pd]([P](C=4C=CC=CC4)(C=5C=CC=CC5)C=6C=CC=CC6)([P](C=7C=CC=CC7)(C=8C=CC=CC8)C=9C=CC=CC9)[P](C=1C=CC=CC1)(C=1C=CC=CC1)C=1C=CC=CC1 (tetrakis(triphenylphosphine)palladium(0)). Yields the product FC(OC1=CC2=C(N(C(=N2)C2=NN(C3=NC=C(C=C32)C=3C=C(C=NC3)C=O)COCC[Si](C)(C)C)COCC[Si](C)(C)C)C=C1)(F)F (5-[3-[5-trifluoromethoxy-1-(2-trimethylsilanyl-ethoxymethyl)-1H-benzoimidazol-2-yl]-1-(2-trimethylsilanyl-ethoxymethyl)-1H-pyrazolo[3,4-b]pyridin-5-yl]-pyridine-3-carbaldehyde), 17a. As a reaction SMILES: Br[C:2]1[CH:3]=[C:4]2[C:10]([C:11]3[N:15]([CH2:16][O:17][CH2:18][CH2:19][Si:20]([CH3:23])([CH3:22])[CH3:21])[C:14]4[CH:24]=[CH:25][C:26]([O:28][C:29]([F:32])([F:31])[F:30])=[CH:27][C:13]=4[N:12]=3)=[N:9][N:8]([CH2:33][O:34][CH2:35][CH2:36][Si:37]([CH3:40])([CH3:39])[CH3:38])[C:5]2=[N:6][CH:7]=1.CC1(C)C(C)(C)OB([C:49]2[CH:50]=[C:51]([CH:55]=[O:56])[CH:52]=[N:53][CH:54]=2)O1>C([O-])([O-])=O.[Na+].[Na+].COCCOC.C(Cl)Cl.O.C1C=CC([P]([Pd]([P](C2C=CC=CC=2)(C2C=CC=CC=2)C2C=CC=CC=2)([P](C2C=CC=CC=2)(C2C=CC=CC=2)C2C=CC=CC=2)[P](C2C=CC=CC=2)(C2C=CC=CC=2)C2C=CC=CC=2)(C2C=CC=CC=2)C2C=CC=CC=2)=CC=1>[F:30][C:29]([F:31])([F:32])[O:28][C:26]1[CH:25]=[CH:24][C:14]2[N:15]([CH2:16][O:17][CH2:18][CH2:19][Si:20]([CH3:21])([CH3:23])[CH3:22])[C:11]([C:10]3[C:4]4[C:5](=[N:6][CH:7]=[C:2]([C:49]5[CH:50]=[C:51]([CH:55]=[O:56])[CH:52]=[N:53][CH:54]=5)[CH:3]=4)[N:8]([CH2:33][O:34][CH2:35][CH2:36][Si:37]([CH3:40])([CH3:39])[CH3:38])[N:9]=3)=[N:12][C:13]=2[CH:27]=1 |f:2.3.4,^1:77,79,98,117|. Run at temperature 100 celsius. Reactants: BrC=1C=C2C(=NC1)N(N=C2C2=NC1=C(N2COCC[Si](C)(C)C)C=CC(=C1)OC(F)(F)F)COCC[Si](C)(C)C (5-bromo-3-[5-trifluoromethoxy-1-(2-trimethylsilanyl-ethoxymethyl)-1H-benzoimidazol-2-yl]-1-(2-trimethylsilanyl-ethoxymethyl)-1H-pyrazolo[3,4-b]pyridine), 16e, CC1(OB(OC1(C)C)C=1C=C(C=NC1)C=O)C (5-(4,4,5,5-tetramethyl-[1,3,2]dioxaborolan-2-yl)-pyridine-3-carbaldehyde), 15b. Starting materials: OCCCCBr, O=C([O-])[O-], COc1cc2c(Oc3cc(C)c(C)nc3-c3cccnc3)ccnc2cc1O, CN(C)C=O, [K+], [K+], O. Yields the product COc1cc2c(Oc3cc(C)c(C)nc3-c3cccnc3)ccnc2cc1OCCCCO. RXN SMILES: [Br:35][CH2:36][CH2:37][CH2:38][CH2:39][OH:40].[C:29](=[O:30])([O-:31])[O-:32].[CH3:1][c:2]1[cH:3][c:4]([O:15][c:16]2[cH:17][cH:18][n:19][c:20]3[cH:21][c:22]([OH:28])[c:23]([O:26][CH3:27])[cH:24][c:25]23)[c:5](-[c:9]2[cH:10][n:11][cH:12][cH:13][cH:14]2)[n:6][c:7]1[CH3:8].[CH3:42][N:43]([CH3:44])[CH:45]=[O:46].[K+:33].[K+:34].[OH2:41]>>[CH3:1][c:2]1[cH:3][c:4]([O:15][c:16]2[cH:17][cH:18][n:19][c:20]3[cH:21][c:22]([O:28][CH2:36][CH2:37][CH2:38][CH2:39][OH:40])[c:23]([O:26][CH3:27])[cH:24][c:25]23)[c:5](-[c:9]2[cH:10][n:11][cH:12][cH:13][cH:14]2)[n:6][c:7]1[CH3:8]. Reactants: ClC1=CC=C(CBr)C=C1 (4-chlorobenzylbromide), ClC1=CC=C(C(=O)Cl)C=C1 (4-chlorobenzoylchloride). The reagents and catalysts are Cl[Pd]([P](C1=CC=CC=C1)(C2=CC=CC=C2)C3=CC=CC=C3)([P](C4=CC=CC=C4)(C5=CC=CC=C5)C6=CC=CC=C6)Cl (bis(triphenylphosphine)palladium dichloride), [Zn] (zinc). The solvent is C(OC)COC (dimethoxyethane). Conditions: time 2 hour. Product: ClC1=CC=C(CC(=O)C2=CC=C(C=C2)Cl)C=C1 ((4-chlorobenzyl) (4-chlorophenyl)methanone). Yield: 91.0%. RXN SMILES: [Cl:1][C:2]1[CH:9]=[CH:8][C:5]([CH2:6]Br)=[CH:4][CH:3]=1.[Cl:10][C:11]1[CH:19]=[CH:18][C:14]([C:15](Cl)=[O:16])=[CH:13][CH:12]=1>Cl[Pd](Cl)([P](C1C=CC=CC=1)(C1C=CC=CC=1)C1C=CC=CC=1)[P](C1C=CC=CC=1)(C1C=CC=CC=1)C1C=CC=CC=1.[Zn].C(COC)OC>[Cl:1][C:2]1[CH:9]=[CH:8][C:5]([CH2:6][C:15]([C:14]2[CH:18]=[CH:19][C:11]([Cl:10])=[CH:12][CH:13]=2)=[O:16])=[CH:4][CH:3]=1 |^1:22,41|. Reported procedure: To dimethoxyethane (100 mL) was added 4-chlorobenzylbromide (4.1 g), 4-chlorobenzoylchloride (2.56 mL), bis(triphenylphosphine)palladium dichloride (702 mg) and zinc powder (2.6 g) and the mixture was stirred for 2 hours under nitrogen gas atmosphere. The reaction mixture was filtered and the filtrate was concentrated in vacuo and extracted with ethyl acetate. The organic layer was washed with saturated brine, dried over magnesium sulfate and filtered. The filtrate was concentrated in vacuo and ... The reactants are Cl.NCCN1CC2=C(CC1)N=C(S2)C(=O)N[C@H]2[C@H](CCCC2)NC(=O)C=2NC1=CC=C(C=C1C2)Cl ((±)-cis-N1-[[5-(2-Aminoethyl)-4,5,6,7-tetrahydrothiazolo[5,4-c]pyridin-2-yl]carbonyl]-N2-[(5-chloroindol-2-yl)carbonyl]-1,2-cyclohexanediamine hydrochloride), CS(=O)(=O)Cl (methanesulfonyl chloride). The solvent is N1=CC=CC=C1 (pyridine), Cl (hydrochloric acid). Run at time 8 hour. Product: Cl.ClC=1C=C2C=C(NC2=CC1)C(=O)N[C@H]1[C@H](CCCC1)NC(=O)C=1SC=2CN(CCC2N1)CCNS(=O)(=O)C ((±)-cis-N1-[(5-Chloroindol-2-yl)carbonyl]-N2-[[5-[2-(methanesulfonylamino)ethyl]-4,5,6,7-tetrahydrothiazolo[5,4-c]pyridin-2-yl]carbonyl]-1,2-cyclohexane-diamine hydrochloride). Reaction SMILES: Cl.[NH2:2][CH2:3][CH2:4][N:5]1[CH2:10][CH2:9][C:8]2[N:11]=[C:12]([C:14]([NH:16][C@@H:17]3[CH2:22][CH2:21][CH2:20][CH2:19][C@@H:18]3[NH:23][C:24]([C:26]3[NH:27][C:28]4[C:33]([CH:34]=3)=[CH:32][C:31]([Cl:35])=[CH:30][CH:29]=4)=[O:25])=[O:15])[S:13][C:7]=2[CH2:6]1.[CH3:36][S:37](Cl)(=[O:39])=[O:38]>N1C=CC=CC=1.Cl>[ClH:35].[Cl:35][C:31]1[CH:32]=[C:33]2[C:28](=[CH:29][CH:30]=1)[NH:27][C:26]([C:24]([NH:23][C@@H:18]1[CH2:19][CH2:20][CH2:21][CH2:22][C@@H:17]1[NH:16][C:14]([C:12]1[S:13][C:7]3[CH2:6][N:5]([CH2:4][CH2:3][NH:2][S:37]([CH3:36])(=[O:39])=[O:38])[CH2:10][CH2:9][C:8]=3[N:11]=1)=[O:15])=[O:25])=[CH:34]2 |f:0.1,5.6|. Reported procedure: (±)-cis-N1-[[5-(2-Aminoethyl)-4,5,6,7-tetrahydrothiazolo[5,4-c]pyridin-2-yl]carbonyl]-N2-[(5-chloroindol-2-yl)carbonyl]-1,2-cyclohexanediamine hydrochloride (110 mg) was dissolved in pyridine (3 ml), methanesulfonyl chloride (30 μl) was added, and the mixture was stirred overnight at room temperature. The reaction mixture was concentrated under reduced pressure, and a 85:15 mixed solvent of dichloromethane and methanol, and water were added to conduct liquid separation. The resultant organic lay...